This data is from the Open Reaction Database (ORD), a public repository of structured organic reaction records. The task is: describe an organic reaction: reactants, conditions, products, and yield Starting materials: OC1=C(C2=C(OCO2)C=C1)C=O (5-hydroxy-1,3-benzodioxole-4-carbaldehyde), C(=O)([O-])[O-].[K+].[K+] (K2CO3), C(C=C)Br (allylbromide). Solvent: CN(C=O)C (N,N-dimethylformamide). Reaction conditions: time 18 hour. The product is C(C=C)OC1=C(C2=C(OCO2)C=C1)C=O (5-(Allyloxy)-1,3-benzodioxole-4-carbaldehyde). As a reaction SMILES: [OH:1][C:2]1[CH:10]=[CH:9][C:5]2[O:6][CH2:7][O:8][C:4]=2[C:3]=1[CH:11]=[O:12].C([O-])([O-])=O.[K+].[K+].[CH2:19](Br)[CH:20]=[CH2:21]>CN(C)C=O>[CH2:21]([O:1][C:2]1[CH:10]=[CH:9][C:5]2[O:6][CH2:7][O:8][C:4]=2[C:3]=1[CH:11]=[O:12])[CH:20]=[CH2:19] |f:1.2.3|. Reported procedure: To a stirred solution of 5-hydroxy-1,3-benzodioxole-4-carbaldehyde (0.166 g, 1.00 mmol) and K2CO3 (1.00 mmol) in dry N,N-dimethylformamide (2 ml) was added allylbromide (1.00 mmol) under argon. The mixture was stirred at room temperature for 18 h until the starting material was consumed (monitored by TLC). Then the mixture was poured onto ice-water (15 ml). The aqueous phase was filtered off, the precipitated product was washed with water and n-heptane and dried to give analytically pure crystal... Starting materials: C(C)(C)(C)OC(=O)NC1CCN(CC1)C(=O)OCC1=CC(=CC(=C1)C(F)(F)F)C (3-methyl-5-(trifluoromethyl)benzyl 4-((tert-butoxycarbonyl)amino)piperidine-1-carboxylate), Cl (HCl), O1CCOCC1 (Dioxane). Run in C(Cl)Cl (DCM). Conditions: time 3 hour. Yields the product NC1CCN(CC1)C(=O)OCC1=CC(=CC(=C1)C(F)(F)F)C (3-methyl-5-(trifluoromethyl)benzyl 4-aminopiperidine-1-carboxylate), hydrochloride salt. Reaction SMILES: C(OC([NH:8][CH:9]1[CH2:14][CH2:13][N:12]([C:15]([O:17][CH2:18][C:19]2[CH:24]=[C:23]([C:25]([F:28])([F:27])[F:26])[CH:22]=[C:21]([CH3:29])[CH:20]=2)=[O:16])[CH2:11][CH2:10]1)=O)(C)(C)C.Cl.O1CCOCC1>C(Cl)Cl>[NH2:8][CH:9]1[CH2:10][CH2:11][N:12]([C:15]([O:17][CH2:18][C:19]2[CH:24]=[C:23]([C:25]([F:28])([F:26])[F:27])[CH:22]=[C:21]([CH3:29])[CH:20]=2)=[O:16])[CH2:13][CH2:14]1. Procedure details: To a stirred solution of 3-methyl-5-(trifluoromethyl)benzyl 4-((tert-butoxycarbonyl)amino)piperidine-1-carboxylate (237 mg, 0.569 mmol) in DCM (5 ml) at RT under nitrogen was added 4M HCl in Dioxane (1.423 ml, 5.69 mmol) and the reaction mixture stirred at RT for 3 hours. The reaction mixture was concentrated under reduced pressure to afford the title product as the hydrochloride salt; The reactants are CC(=O)c1cc(Br)ccc1O, CCO, O=Cc1ccc(F)cc1, [Na+], [Na+], O, O, O, O, O, O, O, O, O, OB1O[B-]2(O)OB(O)O[B-](O)(O1)O2. The product is O=C1CC(c2ccc(F)cc2)Oc2ccc(Br)cc21. Reaction SMILES: [Br:1][c:2]1[cH:3][cH:4][c:5]([OH:11])[c:6]([C:8]([CH3:9])=[O:10])[cH:7]1.[CH3:44][CH2:45][OH:46].[F:12][c:13]1[cH:14][cH:15][c:16]([CH:17]=[O:18])[cH:19][cH:20]1.[Na+:21].[Na+:22].[OH2:23].[OH2:24].[OH2:25].[OH2:26].[OH2:27].[OH2:28].[OH2:29].[OH2:30].[OH2:47].[OH:31][B:32]1[O:33][B-:34]2([OH:43])[O:35][B-:36]([OH:41])([O:37][B:38]([OH:40])[O:39]2)[O:42]1>>[Br:1][c:2]1[cH:3][cH:4][c:5]2[c:6]([cH:7]1)[C:8](=[O:10])[CH2:9][CH:17]([c:16]1[cH:15][cH:14][c:13]([F:12])[cH:20][cH:19]1)[O:11]2. Starting materials: C(C=C)C=1C(C(=C(C(C1CC[C@](CCC[C@@H](CCC[C@@H](CCCC(C)C)C)C)(C)O)=O)C)C)=O ((R,R,R)-2-allyl-3-(3-hydroxy-3,7,11,15-tetramethyl-hexadecyl)-5,6-dimethyl-[1,4]benzoquinone), CCOC(=O)C (EtOAc). Reagents/catalysts: O=[Pt]=O (PtO2). Solvent: C(Cl)Cl (DCM). Conditions: time 5 day. Yields the product O[C@@](CCC=1C(C(=C(C(C1CCC)=O)C)C)=O)(CCC[C@@H](CCC[C@@H](CCCC(C)C)C)C)C ((R,R,R)-2-(3-hydroxy-3,7,11,15-tetramethyl-hexadecyl)-5,6-dimethyl-3-propyl-[1,4]benzoquinone). Yield: 80.0%. RXN SMILES: [CH2:1]([C:4]1[C:5](=[O:34])[C:6]([CH3:33])=[C:7]([CH3:32])[C:8](=[O:31])[C:9]=1[CH2:10][CH2:11][C@@:12]([OH:30])([CH3:29])[CH2:13][CH2:14][CH2:15][C@H:16]([CH3:28])[CH2:17][CH2:18][CH2:19][C@H:20]([CH3:27])[CH2:21][CH2:22][CH2:23][CH:24]([CH3:26])[CH3:25])[CH:2]=[CH2:3].CCOC(C)=O>C(Cl)Cl.O=[Pt]=O>[OH:30][C@:12]([CH3:29])([CH2:13][CH2:14][CH2:15][C@H:16]([CH3:28])[CH2:17][CH2:18][CH2:19][C@H:20]([CH3:27])[CH2:21][CH2:22][CH2:23][CH:24]([CH3:26])[CH3:25])[CH2:11][CH2:10][C:9]1[C:8](=[O:31])[C:7]([CH3:32])=[C:6]([CH3:33])[C:5](=[O:34])[C:4]=1[CH2:1][CH2:2][CH3:3]. Procedure details: (R,R,R)-2-allyl-3-(3-hydroxy-3,7,11,15-tetramethyl-hexadecyl)-5,6-dimethyl-[1,4]benzoquinone (Ex-1D-4) (50 mg, 0.1 mmol) was hydrogenated using PtO2 (5 mg) at 50 psi for 2 h in a solution of EtOAc (5 mL). The suspension was filtered through celite, which was rinsed with DCM (2×2 mL). The pale yellow solution was concentrated by rotary evaporation to yield a pale yellow oil (Ex-1D-5). The oil was dissolved in DCM (5 mL) and stirred with silica (˜20 mg) for 5 days. The bright yellow suspension was...